This data is from the Open Reaction Database (ORD), a public repository of structured organic reaction records. The task is: describe an organic reaction: reactants, conditions, products, and yield Reactants: S(O)(O)(=O)=O (sulfuric acid), C1(CC1)C1=CC=C(C=C1)C#CCCO (4-(4-cyclopropylphenyl)but-3-yn-1-ol). The solvent is CO (methanol). The product is C1(CC1)C1=CC=C(C=C1)C(CCCO)=O (1-(4-cyclopropylphenyl)-4-hydroxybutan-1-one). Isolated yield 61.0%. RXN SMILES: S(=O)(=O)(O)[OH:2].[CH:6]1([C:9]2[CH:14]=[CH:13][C:12]([C:15]#[C:16][CH2:17][CH2:18][OH:19])=[CH:11][CH:10]=2)[CH2:8][CH2:7]1>CO>[CH:6]1([C:9]2[CH:10]=[CH:11][C:12]([C:15](=[O:2])[CH2:16][CH2:17][CH2:18][OH:19])=[CH:13][CH:14]=2)[CH2:8][CH2:7]1. Procedure details: Bromine (12.5 mL, 244 mmol) was dropwise added to a solution of cyclopropylbenzene (25.0 g, 212 mmol) in chloroform (430 mL) with stirring at −78° C. and the mixture was stirred for 45 minutes. A 10% aqueous sodium sulfite solution and water were added to the reaction mixture at −780° C. and chloroform was added thereto to separate it. The thus obtained organic phase was separated, washed with a saturated aqueous NaCl solution and dried over anhydrous magnesium sulfate. After filtration, the sol... Yields the product CON(C(CCC1=C(N=C(O1)N1C(=NC=C1)C)C1=CC=C(C=C1)Cl)=O)C (N-methoxy-N-methyl-4-(4-chlorophenyl)-2-(2-methyl-1-imidazolyl)-5-oxazolepropionamide). RXN SMILES: [Cl:1][C:2]1[CH:7]=[CH:6][C:5]([C:8]2[N:9]=[C:10]([N:18]3[CH:22]=[CH:21][N:20]=[C:19]3[CH3:23])[O:11][C:12]=2[CH2:13][CH2:14][C:15](O)=[O:16])=[CH:4][CH:3]=1.Cl.[CH3:25][NH:26][O:27][CH3:28].O.ON1C2C=CC=CC=2N=N1.Cl.C(N=C=NCCCN(C)C)C.C(=O)(O)[O-].[Na+]>O.CN(C)C=O.C(N(CC)CC)C>[CH3:28][O:27][N:26]([CH3:25])[C:15](=[O:16])[CH2:14][CH2:13][C:12]1[O:11][C:10]([N:18]2[CH:22]=[CH:21][N:20]=[C:19]2[CH3:23])=[N:9][C:8]=1[C:5]1[CH:4]=[CH:3][C:2]([Cl:1])=[CH:7][CH:6]=1 |f:1.2,3.4,5.6,7.8|. Starting materials: ClC1=CC=C(C=C1)C=1N=C(OC1CCC(=O)O)N1C(=NC=C1)C (4-(4-chlorophenyl)-2-(2-methyl-1-imidazolyl)-5-oxazolepropionic acid), Cl.CNOC (N,O-dimethylhydroxyamine hydrochloride), C([O-])(O)=O.[Na+] (sodium bicarbonate), O.ON1N=NC2=C1C=CC=C2 (1-Hydroxybenzotriazole hydrate), Cl.C(C)N=C=NCCCN(C)C (1-ethyl-3-(3-dimethylaminopropyl)carbodiimide hydrochloride). Yield: 90.9%. The solvent is CN(C=O)C (N,N-dimethylformamide), C(C)N(CC)CC (Triethylamine), O (Water). Run at time 20 hour. Procedure details: Triethylamine(505 mg) was added dropwise to a N,N-dimethylformamide solution of 4-(4-chlorophenyl)-2-(2-methyl-1-imidazolyl)-5-oxazolepropionic acid(1.50 g) and N,O-dimethylhydroxyamine hydrochloride(490 mg) at 0° C. 1-Hydroxybenzotriazole hydrate(HOBt, 760 mg) and 1-ethyl-3-(3-dimethylaminopropyl)carbodiimide hydrochloride(WSC, 950 mg) were added thereto. The reaction mixture was stirred for 20 hours at room temperature. Water was poured into the reaction mixture. Saturated sodium bicarbonate s... Starting materials: Cc1nsc(N2CCC3(CC2)OCCO3)n1, CC(C)=O, Cl, [Na+], O=C([O-])O. The product is Cc1nsc(N2CCC(=O)CC2)n1. RXN SMILES: [CH3:1][c:2]1[n:3][s:4][c:5]([N:7]2[CH2:8][CH2:9][C:10]3([O:11][CH2:14][CH2:13][O:12]3)[CH2:15][CH2:16]2)[n:6]1.[CH3:23][C:24](=[O:25])[CH3:26].[ClH:17].[Na+:22].[O-:18][C:19]([OH:20])=[O:21]>>[CH3:1][c:2]1[n:3][s:4][c:5]([N:7]2[CH2:8][CH2:9][C:10](=[O:11])[CH2:15][CH2:16]2)[n:6]1. Starting materials: CS(C)=O, CCN(C(C)C)C(C)C, Nc1ccc2c(cnn2Cc2cccc(F)c2)c1, Nc1ncnc(Cl)c1C=O. The product is Nc1ncnc(Nc2ccc3c(cnn3Cc3cccc(F)c3)c2)c1C=O. RXN SMILES: [CH3:38][S:39]([CH3:40])=[O:41].[CH:29]([N:30]([CH:31]([CH3:32])[CH3:33])[CH2:34][CH3:35])([CH3:36])[CH3:37].[F:11][c:12]1[cH:13][c:14]([CH2:15][n:16]2[n:17][cH:18][c:19]3[cH:20][c:21]([NH2:25])[cH:22][cH:23][c:24]23)[cH:26][cH:27][cH:28]1.[NH2:1][c:2]1[n:3][cH:4][n:5][c:6]([Cl:10])[c:7]1[CH:8]=[O:9]>>[NH2:1][c:2]1[n:3][cH:4][n:5][c:6]([NH:25][c:21]2[cH:20][c:19]3[cH:18][n:17][n:16]([CH2:15][c:14]4[cH:13][c:12]([F:11])[cH:28][cH:27][cH:26]4)[c:24]3[cH:23][cH:22]2)[c:7]1[CH:8]=[O:9].